From a dataset of the Open Reaction Database (ORD), a public repository of structured organic reaction records. describe an organic reaction: reactants, conditions, products, and yield Reactants: CC(C)c1cc(C(=O)Nc2ccc3c(ccn3C)c2)c(OCc2ccccc2)cc1OCc1ccccc1, COc1ccc(P2(=S)SP(=S)(c3ccc(OC)cc3)S2)cc1, Cc1ccccc1, NN, O. Yields the product CC(C)c1cc(C(=S)Nc2ccc3c(ccn3C)c2)c(OCc2ccccc2)cc1OCc1ccccc1. RXN SMILES: [CH2:1]([c:2]1[cH:3][cH:4][cH:5][cH:6][cH:7]1)[O:8][c:9]1[c:10]([C:11](=[O:12])[NH:13][c:14]2[cH:15][c:16]3[cH:17][cH:18][n:19]([CH3:23])[c:20]3[cH:21][cH:22]2)[cH:24][c:25]([CH:36]([CH3:37])[CH3:38])[c:26]([O:28][CH2:29][c:30]2[cH:31][cH:32][cH:33][cH:34][cH:35]2)[cH:27]1.[CH3:39][O:40][c:41]1[cH:42][cH:43][c:44]([P:45]2(=[S:48])[S:46][P:47]([c:49]3[cH:50][cH:51][c:52]([O:53][CH3:54])[cH:55][cH:56]3)(=[S:57])[S:58]2)[cH:59][cH:60]1.[CH3:64][c:65]1[cH:66][cH:67][cH:68][cH:69][cH:70]1.[NH2:62][NH2:63].[OH2:61]>>[CH2:1]([c:2]1[cH:3][cH:4][cH:5][cH:6][cH:7]1)[O:8][c:9]1[c:10]([C:11]([NH:13][c:14]2[cH:15][c:16]3[cH:17][cH:18][n:19]([CH3:23])[c:20]3[cH:21][cH:22]2)=[S:48])[cH:24][c:25]([CH:36]([CH3:37])[CH3:38])[c:26]([O:28][CH2:29][c:30]2[cH:31][cH:32][cH:33][cH:34][cH:35]2)[cH:27]1. Reactants: FC(C(=O)O)(F)F (trifluoroacetic acid), C(O)([O-])=O.[Na+] (sodium hydrogencarbonate), C(C1=CC=CC=C1)OC1C(CCCC1)(C(=NC)SCC1=CC=C(C=C1)OC)C=1C=CC=2N(C1)C=CN2 (2-benzyloxy-1-(imidazo[1,2-a]pyridin-6-yl)-1-((4-methoxybenzylthio)(methylimino)methyl)cyclohexane), C1(=CC=CC=C1)OC (anisole). Solvent: ClCCl (dichloromethane). Run at time 1 hour. The product is C(C1=CC=CC=C1)OC1C(CCCC1)(C(NC)=S)C=1C=CC=2N(C1)C=CN2 (2-Benzyloxy-1-(imidazo[1,2-a]pyridin-6-yl)-N-methylcyclohexanecarbothioamid), powder. Yield: 79.0%. RXN SMILES: [CH2:1]([O:8][CH:9]1[CH2:14][CH2:13][CH2:12][CH2:11][C:10]1([C:28]1[CH:29]=[CH:30][C:31]2[N:32]([CH:34]=[CH:35][N:36]=2)[CH:33]=1)[C:15]([S:18]CC1C=CC(OC)=CC=1)=[N:16][CH3:17])[C:2]1[CH:7]=[CH:6][CH:5]=[CH:4][CH:3]=1.C1(OC)C=CC=CC=1.FC(F)(F)C(O)=O.C(=O)([O-])O.[Na+]>ClCCl>[CH2:1]([O:8][CH:9]1[CH2:14][CH2:13][CH2:12][CH2:11][C:10]1([C:28]1[CH:29]=[CH:30][C:31]2[N:32]([CH:34]=[CH:35][N:36]=2)[CH:33]=1)[C:15](=[S:18])[NH:16][CH3:17])[C:2]1[CH:7]=[CH:6][CH:5]=[CH:4][CH:3]=1 |f:3.4|. Procedure: 500 mg of the 2-benzyloxy-1-(imidazo[1,2-a]pyridin-6-yl)-1-((4-methoxybenzylthio)(methylimino)methyl)cyclohexane prepared in the Preparative Example 4 was dissolved in 5 ml of dichloromethane, followed by the addition of 1 ml of anisole. The obtained mixture was cooled with ice, followed by the gradual addition of 5 ml of trifluoroacetic acid. The obtained mixture was stirred for one hour, followed by the addition of a saturated aqueous solution of sodium hydrogencarbonate. The obtained mixture ...